This data is from the Open Reaction Database (ORD), a public repository of structured organic reaction records. The task is: describe an organic reaction: reactants, conditions, products, and yield Reactants: ClC=1C=C(C=C(C1)Cl)C1(CN(CC1)C(=O)OC(C)(C)C)F (tert-Butyl 3-(3,5-dichlorophenyl)-3-fluoro-pyrrolidin-1-carboxylate), FC(C(=O)O)(F)F (trifluoroacetic acid). Solvent: ClCCl (dichloromethane). Run at time 4 hour. Yields the product ClC=1C=C(C=C(C1)Cl)C1(CNCC1)F (3-(3,5-DICHLOROPHENYL)-3-FLUOROPYRROLIDINE). As a reaction SMILES: [Cl:1][C:2]1[CH:3]=[C:4]([C:9]2([F:21])[CH2:13][CH2:12][N:11](C(OC(C)(C)C)=O)[CH2:10]2)[CH:5]=[C:6]([Cl:8])[CH:7]=1.FC(F)(F)C(O)=O>ClCCl>[Cl:1][C:2]1[CH:3]=[C:4]([C:9]2([F:21])[CH2:13][CH2:12][NH:11][CH2:10]2)[CH:5]=[C:6]([Cl:8])[CH:7]=1. Procedure: Preparation according to Preparation 2: tert-Butyl 3-(3,5-dichlorophenyl)-3-fluoro-pyrrolidin-1-carboxylate (0.45 g, 1.34 mmol), dichloromethane (2 mL), trifluoroacetic acid (2 mL). Stirred for 4 h at ambient temperature. Purification on a Biotage Isolute SCX-3 SPE column (washed with methanol and eluted with methanol/triethylamine, 4:1) followed by HPLC on Waters OBD C18, 5 μm (MeOH/33 mM NH3, 20:80 to 60:40) and flash chromatography on silica gel (ethyl acetate/methanol, 1:0 to 1:1). Yield: 0.... The reactants are COC(=O)c1cc(C#N)ccc1F, CCOCC, CCO, NO, O. The product is COC(=O)c1cc(C(N)=NO)ccc1F. As a reaction SMILES: [C:1](#[N:2])[c:3]1[cH:4][cH:5][c:6]([F:13])[c:7]([C:8](=[O:9])[O:10][CH3:11])[cH:12]1.[CH3:17][CH2:18][O:19][CH2:20][CH3:21].[CH3:22][CH2:23][OH:24].[NH2:14][OH:15].[OH2:16]>>[C:1]([NH2:2])([c:3]1[cH:4][cH:5][c:6]([F:13])[c:7]([C:8](=[O:9])[O:10][CH3:11])[cH:12]1)=[N:14][OH:15].